Dataset: the Open Reaction Database (ORD), a public repository of structured organic reaction records. Task: describe an organic reaction: reactants, conditions, products, and yield Reactants: [BH4-].[Na+] (Sodium borohydride), CO (MeOH), COC(CCCC=CCN1C(CCC[C@@H]1\C=C\C(CC1=CC=CC=C1)=O)=O)=O (7-[(R)-2-oxo-6-((E)-3-oxo-4-phenyl-but-1-enyl)-piperidin-1-yl]-hept-5-enoic acid methyl ester). Solvent: C(Cl)Cl (CH2Cl2). Conditions: time 10 minute. Yields the product COC(CCCC=CCN1[C@H](CCCC1=O)\C=C\C(CC1=CC=CC=C1)O)=O (7-[(R)-2-((E)-3-Hydroxy-4-phenyl-but-1-enyl)-6-oxo-piperidin-1-yl]-hept-5-enoic Acid Methyl Ester). The yield is 98.8%. RXN SMILES: [BH4-].[Na+].CO.[CH3:5][O:6][C:7](=[O:32])[CH2:8][CH2:9][CH2:10][CH:11]=[CH:12][CH2:13][N:14]1[C@@H:19](/[CH:20]=[CH:21]/[C:22](=[O:30])[CH2:23][C:24]2[CH:29]=[CH:28][CH:27]=[CH:26][CH:25]=2)[CH2:18][CH2:17][CH2:16][C:15]1=[O:31]>C(Cl)Cl>[CH3:5][O:6][C:7](=[O:32])[CH2:8][CH2:9][CH2:10][CH:11]=[CH:12][CH2:13][N:14]1[C:15](=[O:31])[CH2:16][CH2:17][CH2:18][C@@H:19]1/[CH:20]=[CH:21]/[CH:22]([OH:30])[CH2:23][C:24]1[CH:29]=[CH:28][CH:27]=[CH:26][CH:25]=1 |f:0.1|. Procedure details: Sodium borohydride (2.0 mg, 0.053 mmol), followed by MeOH (0.1 mL), was added to a solution of 7-[(R)-2-oxo-6-((E)-3-oxo-4-phenyl-but-1-enyl)-piperidin-1-yl]-hept-5-enoic acid methyl ester (10 mg, 0.026 mmol) in CH2Cl2 (0.5 mL) at 0° C. The mixture was allowed to warm to rt. After 10 min at rt, the reaction was quenched with aqueous HCl (1.0 M, 1 mL) and extracted with EtOAc (3×5 mL). The combined organic phase was washed with brine (10 mL) then dried (Na2SO4), filtered and concentrated in vacuo... The reactants are CC(=O)OC(C)=O, CO, O=[N+]([O-])c1ccc(F)cc1O. Yields the product CC(=O)Nc1ccc(F)cc1O. As a reaction SMILES: [CH3:12][C:13](=[O:14])[O:15][C:16](=[O:17])[CH3:18].[CH3:19][OH:20].[F:1][c:2]1[cH:3][cH:4][c:5]([N+:9]([O-:10])=[O:11])[c:6]([OH:8])[cH:7]1>>[F:1][c:2]1[cH:3][cH:4][c:5]([NH:9][C:13]([CH3:12])=[O:14])[c:6]([OH:8])[cH:7]1. Reactants: CC(C)(C)c1ccc(N2CCN(c3ccc(C=O)cc3)C2=O)cc1, [BH3-]C#N, CC(=O)O, CO, CS(C)=O, ClCCl, O=C(O)C1CNC1, [Na+]. The product is CC(C)(C)c1ccc(N2CCN(c3ccc(CN4CC(C(=O)O)C4)cc3)C2=O)cc1. RXN SMILES: [C:1]([CH3:2])([CH3:3])([CH3:4])[c:5]1[cH:6][cH:7][c:8]([N:11]2[C:12](=[O:24])[N:13]([c:16]3[cH:17][cH:18][c:19]([CH:20]=[O:21])[cH:22][cH:23]3)[CH2:14][CH2:15]2)[cH:9][cH:10]1.[C:36]([BH3-:37])#[N:38].[CH3:25][C:26](=[O:27])[OH:28].[CH3:43][OH:44].[CH3:45][S:46]([CH3:47])=[O:48].[Cl:40][CH2:41][Cl:42].[NH:29]1[CH2:30][CH:31]([C:33](=[O:34])[OH:35])[CH2:32]1.[Na+:39]>>[C:1]([CH3:2])([CH3:3])([CH3:4])[c:5]1[cH:6][cH:7][c:8]([N:11]2[C:12](=[O:24])[N:13]([c:16]3[cH:17][cH:18][c:19]([CH2:20][N:29]4[CH2:30][CH:31]([C:33](=[O:34])[OH:35])[CH2:32]4)[cH:22][cH:23]3)[CH2:14][CH2:15]2)[cH:9][cH:10]1. Starting materials: N(=O)[O-].[Na+] (sodium nitrite), ClC=1C(C2=CC=CC=C2C(C1Cl)=O)=O (2,3 -dichloro-1,4-naphthoquinone), [N+](=O)([O-])C=1C(C2=CC=CC=C2C(C1)=O)=O (nitro naphthoquinone). Run in O (water), CO (methanol). Conditions: temperature 80 celsius, time 3 hour. The product is OC=1C(C2=CC=CC=C2C(C1[N+](=O)[O-])=O)=O (2-Hydroxy-3-nitro-1,4-naphthoquinone). Isolated yield 81.0%. Reaction SMILES: ClC1C(=O)C2C(C(=[O:13])C=1Cl)=CC=CC=2.N([O-])=O.[Na+].[N+:19]([C:22]1[C:23](=[O:33])[C:24]2[C:29]([C:30](=[O:32])[CH:31]=1)=[CH:28][CH:27]=[CH:26][CH:25]=2)([O-:21])=[O:20]>CO.O>[OH:13][C:31]1[C:30](=[O:32])[C:29]2[C:24]([C:23](=[O:33])[C:22]=1[N+:19]([O-:21])=[O:20])=[CH:25][CH:26]=[CH:27][CH:28]=2 |f:1.2|. Procedure details: A suspension of 2,3 -dichloro-1,4-naphthoquinone (6.83g; 0.03 mole) in methanol (40 ml) was stirred during the addition of a solution of sodium nitrite (6.9g; 0.1 mole) in water (50ml) and the mixture stirred at 80° C for 3 hours. Solution was attained after about 1 hr and the nitro naphthoquinone began to separate after 2 hrs. After cooling in ice and the yellow crystalline solid was filtered off, taken up in water (200ml), charcoalized and precipitated the product by addition of one-third the ...